describe an organic reaction: reactants, conditions, products, and yield From a dataset of the Open Reaction Database (ORD), a public repository of structured organic reaction records. Starting materials: O (Water), C(C)(C)(C)OC(=O)N1C(\C(\C2=CC=C(C=C12)Cl)=C/CC(C)(C)C)=O (Z-6-chloro-3-(3,3-dimethyl-butylidene)-2-oxo-2,3-dihydro-indole-1-carboxylic acid tert-butyl ester), ClC=1C=C(C=CC1)\C=N\C[Si](C)(C)C ([1-(3-chloro-phenyl)-meth-(E)-ylidene]-trimethylsilanylmethyl-amine), C(C)(=O)O (acetic acid), O (H2O). The solvent is CN(P(=O)(N(C)C)N(C)C)C (hexamethylphosphoramide). Conditions: time 24 hour. The product is ClC1=CC=C2C(=C1)NC(C21C(NCC1CC(C)(C)C)C1=CC(=CC=C1)Cl)=O (rac-(2′R,3′S,4′S)-6-chloro-2′-(3-chloro-phenyl)-4′-(2,2-dimethyl-propyl)-1H-spiro[indole-3,3′-pyrrolidin]-2-one). Reaction SMILES: C(OC([N:8]1[C:16]2[C:11](=[CH:12][CH:13]=[C:14]([Cl:17])[CH:15]=2)/[C:10](=[CH:18]/[CH2:19][C:20]([CH3:23])([CH3:22])[CH3:21])/[C:9]1=[O:24])=O)(C)(C)C.[Cl:25][C:26]1[CH:27]=[C:28](/[CH:32]=[N:33]/[CH2:34][Si](C)(C)C)[CH:29]=[CH:30][CH:31]=1.C(O)(=O)C.O>CN(C)P(N(C)C)(N(C)C)=O>[Cl:17][C:14]1[CH:15]=[C:16]2[NH:8][C:9](=[O:24])[C:10]3([CH:18]([CH2:19][C:20]([CH3:22])([CH3:23])[CH3:21])[CH2:34][NH:33][CH:32]3[C:28]3[CH:29]=[CH:30][CH:31]=[C:26]([Cl:25])[CH:27]=3)[C:11]2=[CH:12][CH:13]=1. Procedure details: To a solution of E/Z-6-chloro-3-(3,3-dimethyl-butylidene)-2-oxo-2,3-dihydro-indole-1-carboxylic acid tert-butyl ester prepared in Example 4 (2.4 g, 6.9 mmol) in hexamethylphosphoramide (30 mL) was added [1-(3-chloro-phenyl)-meth-(E)-ylidene]-trimethylsilanylmethyl-amine prepared in Example 14 (3 g, 13 mmol), acetic acid (0.6 g, 10 mmol) and H2O (0.2 g, 11 mmol) sequentially. The reaction mixture was stirred at room temperature for 24 h. Water was added. The mixture was extracted with ethyl aceta... Reactants: COc1ccc(C(=O)Cl)cc1, Cl, Nc1cnccc1NCC1CCN(c2ccncc2)CC1. Yields the product COc1ccc(C(=O)Nc2cnccc2NCC2CCN(c3ccncc3)CC2)cc1. As a reaction SMILES: [CH3:22][O:23][c:24]1[cH:25][cH:26][c:27]([C:28](=[O:29])[Cl:30])[cH:31][cH:32]1.[ClH:33].[n:1]1[cH:2][cH:3][c:4]([N:7]2[CH2:8][CH2:9][CH:10]([CH2:13][NH:14][c:15]3[c:16]([NH2:21])[cH:17][n:18][cH:19][cH:20]3)[CH2:11][CH2:12]2)[cH:5][cH:6]1>>[n:1]1[cH:2][cH:3][c:4]([N:7]2[CH2:8][CH2:9][CH:10]([CH2:13][NH:14][c:15]3[c:16]([NH:21][C:28]([c:27]4[cH:26][cH:25][c:24]([O:23][CH3:22])[cH:32][cH:31]4)=[O:29])[cH:17][n:18][cH:19][cH:20]3)[CH2:11][CH2:12]2)[cH:5][cH:6]1. The reactants are CC(=O)Nc1cccc2c1C(=O)OC2=O, CC(=O)[O-], CC(=O)O, CCOc1cc(C(N)CC(=O)O)ccc1OC(F)F, [Na+]. The product is CCOc1cc(C(CC(=O)O)N2C(=O)c3cccc(NC(C)=O)c3C2=O)ccc1OC(F)F. Reaction SMILES: [C:20]([CH3:21])(=[O:22])[NH:23][c:24]1[c:25]2[c:26]([cH:32][cH:33][cH:34]1)[C:27](=[O:28])[O:29][C:30]2=[O:31].[CH3:36][C:37](=[O:38])[O-:39].[CH3:40][C:41](=[O:42])[OH:43].[NH2:1][CH:2]([CH2:3][C:4](=[O:5])[OH:6])[c:7]1[cH:8][c:9]([O:17][CH2:18][CH3:19])[c:10]([O:13][CH:14]([F:15])[F:16])[cH:11][cH:12]1.[Na+:35]>>[N:1]1([CH:2]([CH2:3][C:4](=[O:5])[OH:6])[c:7]2[cH:8][c:9]([O:17][CH2:18][CH3:19])[c:10]([O:13][CH:14]([F:15])[F:16])[cH:11][cH:12]2)[C:27](=[O:28])[c:26]2[c:25]([c:24]([NH:23][C:20]([CH3:21])=[O:22])[cH:34][cH:33][cH:32]2)[C:30]1=[O:29]. The reactants are O=[N+]([O-])c1ccccc1OCCCCN1CCC(O)CC1, O=[N+]([O-])c1ccccc1OCCCN1CCC(O)CC1, BrC(c1ccccc1)c1ccccc1. Yields the product O=[N+]([O-])c1ccccc1OCCCCN1CCC(OC(c2ccccc2)c2ccccc2)CC1. As a reaction SMILES: [OH:15][CH:16]1[CH2:17][CH2:18][N:19]([CH2:22][CH2:23][CH2:24][CH2:25][O:26][c:27]2[c:28]([N+:33](=[O:34])[O-:35])[cH:29][cH:30][cH:31][cH:32]2)[CH2:20][CH2:21]1.[OH:36][CH:37]1[CH2:38][CH2:39][N:40]([CH2:41][CH2:42][CH2:43][O:44][c:45]2[cH:46][cH:47][cH:48][cH:49][c:50]2[N+:51]([O-:52])=[O:53])[CH2:54][CH2:55]1.[c:1]1([CH:7]([c:8]2[cH:9][cH:10][cH:11][cH:12][cH:13]2)[Br:14])[cH:2][cH:3][cH:4][cH:5][cH:6]1>>[c:1]1([CH:7]([c:8]2[cH:9][cH:10][cH:11][cH:12][cH:13]2)[O:15][CH:16]2[CH2:17][CH2:18][N:19]([CH2:22][CH2:23][CH2:24][CH2:25][O:26][c:27]3[c:28]([N+:33](=[O:34])[O-:35])[cH:29][cH:30][cH:31][cH:32]3)[CH2:20][CH2:21]2)[cH:2][cH:3][cH:4][cH:5][cH:6]1. The reactants are BrB(Br)Br, ClCCl, COc1cc(C=O)cc(Cl)c1O. The product is O=Cc1cc(O)c(O)c(Cl)c1. Reaction SMILES: [B:13]([Br:14])([Br:15])[Br:16].[Cl:17][CH2:18][Cl:19].[Cl:1][c:2]1[cH:3][c:4]([CH:5]=[O:6])[cH:7][c:8]([O:11][CH3:12])[c:9]1[OH:10]>>[Cl:1][c:2]1[cH:3][c:4]([CH:5]=[O:6])[cH:7][c:8]([OH:11])[c:9]1[OH:10].